From a dataset of the Open Reaction Database (ORD), a public repository of structured organic reaction records. describe an organic reaction: reactants, conditions, products, and yield Reactants: CN1CCOCC1 (4-methylmorpholine), ClC=1C=C2C(=NC1)NC(=C2)C(=O)O (5-Chloro-1H-pyrrolo[2,3-b]pyridine-2-carboxylic acid), Cl.N[C@H](C(=O)N1CCC(CC1)O)CC1=CC=C(C=C1)F (2-(S)-amino-3-(4-fluorophenyl)-1-(4-hydroxypiperidin-1-yl)propan-1-one hydrochloride), C[N+]1(CCOCC1)C2=NC(=NC(=N2)OC)OC.[Cl-] (DMTMM). The solvent is C(C)O (ethanol). Reaction conditions: time 16 hour. The product is FC1=CC=C(C[C@@H](C(=O)N2CCC(CC2)O)NC(=O)C2=CC=3C(=NC=C(C3)Cl)N2)C=C1 (5-Chloro-1H-pyrrolo[2,3-b]pyridine-2-carboxylic acid [1-(S)-(4-fluorobenzyl)-2-(4-hydroxypiperidin-1-yl)-2-oxoethyl]amide). RXN SMILES: [Cl:1][C:2]1[CH:3]=[C:4]2[CH:10]=[C:9]([C:11]([OH:13])=O)[NH:8][C:5]2=[N:6][CH:7]=1.Cl.[NH2:15][C@@H:16]([CH2:26][C:27]1[CH:32]=[CH:31][C:30]([F:33])=[CH:29][CH:28]=1)[C:17]([N:19]1[CH2:24][CH2:23][CH:22]([OH:25])[CH2:21][CH2:20]1)=[O:18].C[N+]1(C2N=C(OC)N=C(OC)N=2)CCOCC1.[Cl-].CN1CCOCC1>C(O)C>[F:33][C:30]1[CH:31]=[CH:32][C:27]([CH2:26][C@H:16]([NH:15][C:11]([C:9]2[NH:8][C:5]3=[N:6][CH:7]=[C:2]([Cl:1])[CH:3]=[C:4]3[CH:10]=2)=[O:13])[C:17]([N:19]2[CH2:20][CH2:21][CH:22]([OH:25])[CH2:23][CH2:24]2)=[O:18])=[CH:28][CH:29]=1 |f:1.2,3.4|. Reported procedure: 5-Chloro-1H-pyrrolo[2,3-b]pyridine-2-carboxylic acid (Preparation 57, 50 mg, 0.25 mmol), 2-(S)-amino-3-(4-fluorophenyl)-1-(4-hydroxypiperidin-1-yl)propan-1-one hydrochloride (85 mg, 0.25 mmol) and DMTMM (85 mg, 0.31 mmol) were dissolved in ethanol (5 ml) and 4-methylmorpholine (31 μl, 0.28 mmol). The reaction mixture was stirred at rt for 16 h. The solvent was removed in vacuo and the residue partitioned between water (30 ml) and EtOAc (3×25 ml). The combined organics were dried (MgSO4), concent... The reactants are COC=1C(C(=C(C(C1OC)=O)CC=1C=C(C=CC1)CCCC(=O)O)C)=O (4-[3-(5,6-dimethoxy-3-methyl-1,4-benzoquinon-2-ylmethyl)phenyl]-n-butyric Acid), C(C)(C)N (isopropylamine). Product: COC=1C(C(=C(C(C1OC)=O)CC=1C=C(C=CC1)CCCC(=O)NC(C)C)C)=O (N-[4-[3-(5,6-dimethoxy-3-methyl-1,4-benzoquinon-2-ylmethyl)phenyl]butanoyl]isopropylamine). The yield is 21.5%. As a reaction SMILES: [CH3:1][O:2][C:3]1[C:4](=[O:26])[C:5]([CH3:25])=[C:6]([CH2:12][C:13]2[CH:14]=[C:15]([CH2:19][CH2:20][CH2:21][C:22](O)=[O:23])[CH:16]=[CH:17][CH:18]=2)[C:7](=[O:11])[C:8]=1[O:9][CH3:10].[CH:27]([NH2:30])([CH3:29])[CH3:28]>>[CH3:1][O:2][C:3]1[C:4](=[O:26])[C:5]([CH3:25])=[C:6]([CH2:12][C:13]2[CH:14]=[C:15]([CH2:19][CH2:20][CH2:21][C:22]([NH:30][CH:27]([CH3:29])[CH3:28])=[O:23])[CH:16]=[CH:17][CH:18]=2)[C:7](=[O:11])[C:8]=1[O:9][CH3:10]. Reported procedure: 4-[3-(5,6-dimethoxy-3-methyl-1,4-benzoquinon-2-ylmethyl)phenyl]-n-butyric acid (73 mg, 0.20 mmol) obtained in Example 62 and isopropylamine (0.019 ml, 0.30 mmol) were used, and a method similar to that described in Example 46 was employed to obtain the title compound (17 mg, 0.043 mmol, yield 21%). Starting materials: FC(OC1=CC=C(C=C1)N1N=C(N=C1)C1=CC=C(CCNC(OC(C)(C)C)=O)C=C1)(F)F (tert-butyl 4-(1-(4-(trifluoromethoxy)phenyl)-1H-1,2,4-triazol-3-yl)phenethylcarbamate), C1(CC1)CBr (cyclopropylmethyl bromide). The product is C1(CC1)CN(C(OC(C)(C)C)=O)CCC1=CC=C(C=C1)C1=NN(C=N1)C1=CC=C(C=C1)OC(F)(F)F (tert-butyl (cyclopropylmethyl)(4-(1-(4-(trifluoromethoxy)phenyl)-1H-1,2,4-triazol-3-yl)phenethyl)carbamate), oil. The yield is 96.0%. Reaction SMILES: [F:1][C:2]([F:32])([F:31])[O:3][C:4]1[CH:9]=[CH:8][C:7]([N:10]2[CH:14]=[N:13][C:12]([C:15]3[CH:30]=[CH:29][C:18]([CH2:19][CH2:20][NH:21][C:22](=[O:28])[O:23][C:24]([CH3:27])([CH3:26])[CH3:25])=[CH:17][CH:16]=3)=[N:11]2)=[CH:6][CH:5]=1.[CH:33]1([CH2:36]Br)[CH2:35][CH2:34]1>>[CH:33]1([CH2:36][N:21]([CH2:20][CH2:19][C:18]2[CH:29]=[CH:30][C:15]([C:12]3[N:13]=[CH:14][N:10]([C:7]4[CH:6]=[CH:5][C:4]([O:3][C:2]([F:1])([F:31])[F:32])=[CH:9][CH:8]=4)[N:11]=3)=[CH:16][CH:17]=2)[C:22](=[O:28])[O:23][C:24]([CH3:25])([CH3:26])[CH3:27])[CH2:35][CH2:34]1. Procedure details: The title compound was prepared as described in Example 102 using tert-butyl 4-(1-(4-(trifluoromethoxy)phenyl)-1H-1,2,4-triazol-3-yl)phenethylcarbamate (C50) and cyclopropylmethyl bromide and isolated as a clear oil (0.155 g, 96%): 1H NMR (400 MHz, CDCl3) δ 8.56 (s, 1H), 8.16-8.07 (m, 2H), 7.84-7.77 (m, 2H), 7.39 (dq, J=8.0, 0.9 Hz, 2H), 7.31 (s, 2H), 3.50 (t, J=7.6 Hz, 2H), 3.17-2.86 (m, 4H), 1.48 (s, 9H), 0.87 (ddd, J=11.2, 9.0, 6.7 Hz, 1H), 0.49 (d, J=8.0 Hz, 2H), 0.21 (s, 2H); 19F NMR (376 M... Reactants: FC(C(=O)C(F)(F)F)(F)F (hexafluoroacetone), BrC1=CC(=CC(=C1)Br)Br (1,3,5-tribromobenzene), raw material, CCCCCC.C(CCC)[Li] (n-butyl lithium hexane). Solvent: C(C)OCC (diethyl ether). Run at temperature -78 celsius, time 1 hour. The product is FC(C(C(F)(F)F)(O)C1=CC(=CC(=C1)Br)Br)(F)F (1-[2,2,2-trifluoro-1-hydroxy-1-(trifluoromethyl)ethyl]-3,5-dibromobenzene). Yield: 60.2%. Reaction SMILES: Br[C:2]1[CH:7]=[C:6]([Br:8])[CH:5]=[C:4]([Br:9])[CH:3]=1.CCCCCC.C([Li])CCC.[F:21][C:22]([F:30])([F:29])[C:23]([C:25]([F:28])([F:27])[F:26])=[O:24]>C(OCC)C>[F:21][C:22]([F:30])([F:29])[C:23]([C:2]1[CH:7]=[C:6]([Br:8])[CH:5]=[C:4]([Br:9])[CH:3]=1)([OH:24])[C:25]([F:28])([F:27])[F:26] |f:1.2|. Procedure details: Under a nitrogen atmosphere, 30.0 g (95.0 mmol) of 1,3,5-tribromobenzene and 400 mL of diethyl ether were placed in a 500-mL glass flask and cooled to −78° C. Further, 60 ml (96.0 mmol) of 1.6M n-butyl lithium hexane solution was dropped into the glass flask at −78° C. over 1 hour. The resulting solution was subjected to aging at −78° C. for 1 hour. The lithiation of the raw material was confirmed by gas chromatography. After that, 16.6 g (100.0 mmol) of hexafluoroacetone was charged into the so... Starting materials: BrC=1C=C(C(=O)O)C=C(C1)NC(=O)OC(C)(C)C (3-bromo-5-[(tert-butoxycarbonyl)amino]benzoic acid), B (borane). Solvent: O1CCCC1 (tetrahydrofuran), C1CCOC1 (THF). Reaction conditions: temperature 20 celsius, time 1 hour. The product is BrC=1C=C(C=C(C1)CO)NC(OC(C)(C)C)=O (tert-Butyl [3-bromo-5-(hydroxymethyl)phenyl]carbamate). RXN SMILES: [Br:1][C:2]1[CH:3]=[C:4]([CH:8]=[C:9]([NH:11][C:12]([O:14][C:15]([CH3:18])([CH3:17])[CH3:16])=[O:13])[CH:10]=1)[C:5](O)=[O:6].B>O1CCCC1>[Br:1][C:2]1[CH:10]=[C:9]([NH:11][C:12](=[O:13])[O:14][C:15]([CH3:17])([CH3:16])[CH3:18])[CH:8]=[C:4]([CH2:5][OH:6])[CH:3]=1. Reported procedure: A solution of 3-bromo-5-[(tert-butoxycarbonyl)amino]benzoic acid (13.6 g, 43.1 mol) in tetrahydrofuran (44 mL) at 0° C. was treated with 1 M borane in THF (64.6 mL, 64.6 mmol) dropwise and stirred at 20° C. for 1 h. The reaction mixture was concentrated, diluted with ethyl acetate (200 mL), and washed with 1 M HCl (100 mL) and brine (50 mL). The organic layer was separated, dried over anhydrous sodium sulfate, filtered, and evaporated to give the desired product as a colorless oil that was used ... Starting materials: FC1=C(C=C(C=C1)[N+](=O)[O-])[C@]1(N=C(C(S([C@H]1CCO)(=O)=O)(C)C)NC(OC(C)(C)C)=O)C (tert-butyl ((5R,6S)-5-(2-fluoro-5-nitrophenyl)-6-(2-hydroxyethyl)-2,2,5-trimethyl-1,1-dioxido-5,6-dihydro-2H-1,4-thiazin-3-yl)carbamate), [H-].[Na+] (NaH). The solvent is C1CCOC1 (THF), CN(C)C=O (DMF). Conditions: time 10 minute. The product is CC1(C(=N[C@]2(C(S1(=O)=O)CCOC1=C2C=C(C=C1)[N+](=O)[O-])C)NC(OC(C)(C)C)=O)C (tert-butyl ((11bR)-3,3,11b-trimethyl-10-nitro-4,4-dioxido-4a,5,6,11b-tetrahydro-3H-benzo[6,7]oxepino[4,5-b][1,4]thiazin-2-yl)carbamate). Isolated yield 81.8%. Reaction SMILES: F[C:2]1[CH:7]=[CH:6][C:5]([N+:8]([O-:10])=[O:9])=[CH:4][C:3]=1[C@:11]1([CH3:32])[C@H:16]([CH2:17][CH2:18][OH:19])[S:15](=[O:21])(=[O:20])[C:14]([CH3:23])([CH3:22])[C:13]([NH:24][C:25](=[O:31])[O:26][C:27]([CH3:30])([CH3:29])[CH3:28])=[N:12]1.[H-].[Na+]>C1COCC1.CN(C=O)C>[CH3:23][C:14]1([CH3:22])[S:15](=[O:20])(=[O:21])[CH:16]2[CH2:17][CH2:18][O:19][C:2]3[CH:7]=[CH:6][C:5]([N+:8]([O-:10])=[O:9])=[CH:4][C:3]=3[C@@:11]2([CH3:32])[N:12]=[C:13]1[NH:24][C:25](=[O:31])[O:26][C:27]([CH3:29])([CH3:28])[CH3:30] |f:1.2|. Procedure: A solution of crude tert-butyl ((5R,6S)-5-(2-fluoro-5-nitrophenyl)-6-(2-hydroxyethyl)-2,2,5-trimethyl-1,1-dioxido-5,6-dihydro-2H-1,4-thiazin-3-yl)carbamate (250 mg, 0.528 mmol) in THF (5 ml) and DMF (0.5 ml) was treated portionwise with NaH (60% suspension in mineral oil) (52.8 mg, 1.320 mmol). After initial gas evolution the reaction mixture became dark red. The mixture was stirred at RT for 10 min. The mixture was quenched with NH4Cl solution and diluted with EtOAc. Water was added to dissolve... The reactants are CC(C)CC(NC(=O)CNC(=O)OC(C)(C)C)B1OC2CC3CC(C3(C)C)C2(C)O1, ClCCl, Cl, C1COCCO1. The product is CC(C)CC(NC(=O)CN)B1OC2CC3CC(C3(C)C)C2(C)O1. Reaction SMILES: [CH3:1][CH:2]([CH2:3][CH:4]([B:5]1[O:6][C:7]2([CH3:17])[CH:8]([O:9]1)[CH2:10][CH:11]1[C:12]([CH3:15])([CH3:16])[CH:13]2[CH2:14]1)[NH:18][C:19]([CH2:20][NH:21][C:22](=[O:23])[O:24][C:25]([CH3:26])([CH3:27])[CH3:28])=[O:29])[CH3:30].[Cl:32][CH2:33][Cl:34].[ClH:31].[O:35]1[CH2:36][CH2:37][O:38][CH2:39][CH2:40]1>>[CH3:1][CH:2]([CH2:3][CH:4]([B:5]1[O:6][C:7]2([CH3:17])[CH:8]([O:9]1)[CH2:10][CH:11]1[C:12]([CH3:15])([CH3:16])[CH:13]2[CH2:14]1)[NH:18][C:19]([CH2:20][NH2:21])=[O:29])[CH3:30]. The reactants are CNC (dimethylamine), ClCCC1OC2=C(C(N(C1)C)=S)C=C(C=C2)[N+](=O)[O-] (2-(2-chloroethyl)-2,3-dihydro-4-methyl-7-nitro-1,4-benzoxazepine-5(4H)-thione). Run at time 6 day. Product: CN(CCC1OC2=C(C(N(C1)C)=S)C=C(C=C2)[N+](=O)[O-])C (2-[2-(Dimethylamino)ethyl]-2,3-dihydro-4-methyl-7-nitro-1,4-benzoxazepine-5(4H)-thione). As a reaction SMILES: [CH3:1][NH:2][CH3:3].Cl[CH2:5][CH2:6][CH:7]1[CH2:13][N:12]([CH3:14])[C:11](=[S:15])[C:10]2[CH:16]=[C:17]([N+:20]([O-:22])=[O:21])[CH:18]=[CH:19][C:9]=2[O:8]1>>[CH3:1][N:2]([CH3:3])[CH2:5][CH2:6][CH:7]1[CH2:13][N:12]([CH3:14])[C:11](=[S:15])[C:10]2[CH:16]=[C:17]([N+:20]([O-:22])=[O:21])[CH:18]=[CH:19][C:9]=2[O:8]1. Reported procedure: To 50 ml of freshly collected dimethylamine was added 4.25 g (0.014 mole) of 2-(2-chloroethyl)-2,3-dihydro-4-methyl-7-nitro-1,4-benzoxazepine-5(4H)-thione. The reaction flask was sealed tightly and allowed to stand at room temperature for 6 days. The dimethylamine was evaporated at room temperature. The solid residue was taken up in methylene chloride, washed twice with 1N hydroxide and once with water, dried over sodium sulfate, filtered and concentrated by rotary evaporation. Approximately 0.8... Yields the product O=c1ncc(-c2c(-c3ccccc3)nn3ccccc23)c[nH]1. RXN SMILES: [N:28]([O-:29])=[O:30].[NH2:1][c:2]1[n:3][cH:4][c:5](-[c:8]2[c:9](-[c:17]3[cH:18][cH:19][cH:20][cH:21][cH:22]3)[n:10][n:11]3[c:12]2[cH:13][cH:14][cH:15][cH:16]3)[cH:6][n:7]1.[Na+:31].[OH2:32].[S:23]([OH:24])(=[O:25])(=[O:26])[OH:27]>>[c:2]1(=[O:24])[nH:3][cH:4][c:5](-[c:8]2[c:9](-[c:17]3[cH:18][cH:19][cH:20][cH:21][cH:22]3)[n:10][n:11]3[c:12]2[cH:13][cH:14][cH:15][cH:16]3)[cH:6][n:7]1. Reactants: O=N[O-], Nc1ncc(-c2c(-c3ccccc3)nn3ccccc23)cn1, [Na+], O, O=S(=O)(O)O. Reactants: ClC1=C(C=O)C(=CC=C1)Cl (2,6-dichlorobenzaldehyde), CN(C=O)C (dimethylformamide), Cl.ClCCC(C)(C)N (3-chloro-1,1-dimethylpropylamine-hydrochloride). The product is ClC1=C(C(=N)Cl)C=CC=C1 (Dichlorobenzylidenamine). Reported procedure: The base is liberated from about 80–90, preferably 84.0 mmol of 3-chloro-1,1-dimethylpropylamine-hydrochloride by known methods. The free base is dissolved in about 50 mL of a solvent, preferably toluene, diethylethylether, tetrahydrofuran, dimethylsulphoxide, dimethylformamide or methylene chloride and about 60 to 100 mmol, preferably 80.0 mmol of 2,6-dichlorobenzaldehyde are added at ambient temperature, with stirring. The reaction mixture is stirred for 5 to 20 h, preferably for 15 h at ambie... Solvent: solvent, C1(=CC=CC=C1)C (toluene), C(C)C(C)(CC)OC(C)(CC)CC (diethylethylether), O1CCCC1 (tetrahydrofuran), CS(=O)C (dimethylsulphoxide), C(Cl)Cl (methylene chloride). As a reaction SMILES: Cl.[Cl:2]CCC(N)(C)C.[Cl:9][C:10]1[CH:17]=[CH:16][CH:15]=[C:14](Cl)[C:11]=1C=O.C[N:20]([CH3:23])C=O>C1(C)C=CC=CC=1.C(C(OC(CC)(CC)C)(CC)C)C.O1CCCC1.CS(C)=O.C(Cl)Cl>[Cl:9][C:10]1[CH:17]=[CH:16][CH:15]=[CH:14][C:11]=1[C:23]([Cl:2])=[NH:20] |f:0.1|.